This data is from the Open Reaction Database (ORD), a public repository of structured organic reaction records. The task is: describe an organic reaction: reactants, conditions, products, and yield Reactants: C(C)(=O)OCC (ethyl acetate), [F-].C(CCC)[N+](CCCC)(CCCC)CCCC (tetrabutylammonium fluoride), solution, ClC1=C(C=C2C(=NN(C2=C1)COCC[Si](C)(C)C)NC(CCC)=O)C1=CC=C(C=C1)OCC1=CC=CC=C1 (N-[6-chloro-5-[4-(phenylmethoxy)phenyl]-1-[[2-(trimethylsilyl)-ethoxy]methyl]-1H-indazol-3-yl]butanamide). Solvent: O1CCCC1 (tetrahydrofuran), O1CCCC1 (tetrahydrofuran). Yields the product ClC1=C(C=C2C(=NNC2=C1)NC(CCC)=O)C1=CC=C(C=C1)OCC1=CC=CC=C1 (N-[6-chloro-5-[4-(Phenylmethoxy)phenyl]-1H-indazol-3-yl]butanamide). As a reaction SMILES: [F-].C([N+](CCCC)(CCCC)CCCC)CCC.[Cl:19][C:20]1[CH:28]=[C:27]2[C:23]([C:24]([NH:37][C:38](=[O:42])[CH2:39][CH2:40][CH3:41])=[N:25][N:26]2COCC[Si](C)(C)C)=[CH:22][C:21]=1[C:43]1[CH:48]=[CH:47][C:46]([O:49][CH2:50][C:51]2[CH:56]=[CH:55][CH:54]=[CH:53][CH:52]=2)=[CH:45][CH:44]=1.C(OCC)(=O)C>O1CCCC1>[Cl:19][C:20]1[CH:28]=[C:27]2[C:23]([C:24]([NH:37][C:38](=[O:42])[CH2:39][CH2:40][CH3:41])=[N:25][NH:26]2)=[CH:22][C:21]=1[C:43]1[CH:48]=[CH:47][C:46]([O:49][CH2:50][C:51]2[CH:52]=[CH:53][CH:54]=[CH:55][CH:56]=2)=[CH:45][CH:44]=1 |f:0.1|. Reported procedure: 25.1 cm3 of tetrabutylammonium fluoride as a 1M solution in tetrahydrofuran are added to 1.1 g of N-[6-chloro-5-[4-(phenylmethoxy)phenyl]-1-[[2-(trimethylsilyl)-ethoxy]methyl]-1H-indazol-3-yl]butanamide, described previously, in 50 cm3 of tetrahydrofuran. The medium is then refluxed for 18 hours and the resulting mixture is allowed to return to room temperature and 100 cm3 of ethyl acetate are added; the organic phase is washed with 2×100 cm3 of saturated aqueous sodium hydrogen carbonate soluti... Reactants: C(C)(C)(C)OC(=O)N1CCC(CC1)NC1=CC=NC2=CC(=CC=C12)Cl (4-(7-chloro-quinolin-4-ylamino)-piperidine-1-carboxylic acid tert-butyl ester). Run in O1CCOCC1 (dioxane), Cl (HCl), O1CCOCC1 (dioxane). Product: Cl.Cl.ClC1=CC=C2C(=CC=NC2=C1)NC1CCNCC1 ((7-Chloro-quinolin-4-yl)-piperidin-4-yl-amine dihydrochloride). Reaction SMILES: C(OC([N:8]1[CH2:13][CH2:12][CH:11]([NH:14][C:15]2[C:24]3[C:19](=[CH:20][C:21]([Cl:25])=[CH:22][CH:23]=3)[N:18]=[CH:17][CH:16]=2)[CH2:10][CH2:9]1)=O)(C)(C)C>O1CCOCC1.Cl>[ClH:25].[ClH:25].[Cl:25][C:21]1[CH:20]=[C:19]2[C:24]([C:15]([NH:14][CH:11]3[CH2:12][CH2:13][NH:8][CH2:9][CH2:10]3)=[CH:16][CH:17]=[N:18]2)=[CH:23][CH:22]=1 |f:3.4.5|. Procedure details: A solution of 4-(7-chloro-quinolin-4-ylamino)-piperidine-1-carboxylic acid tert-butyl ester (2.09 g, 5.78 mmol) in dioxane (30 mL) and 4 M HCl in dioxane (20 mL) was stirred at rt for 2 h. The solvent was removed under reduced pressure and the crude product used in the consecutive step without further purification assuming quantitative deprotection and formation of the dihydrochloride salt. MS (ISP): 262.3 [M+H]+. Reactants: Nc1ccc(Br)cc1, CCO, COc1ccc2nc(Cl)ncc2c1. The product is COc1ccc2nc(Nc3ccc(Br)cc3)ncc2c1. Reaction SMILES: [Br:14][c:15]1[cH:16][cH:17][c:18]([NH2:19])[cH:20][cH:21]1.[CH3:22][CH2:23][OH:24].[Cl:1][c:2]1[n:3][c:4]2[cH:5][cH:6][c:7]([O:12][CH3:13])[cH:8][c:9]2[cH:10][n:11]1>>[c:2]1([NH:19][c:18]2[cH:17][cH:16][c:15]([Br:14])[cH:21][cH:20]2)[n:3][c:4]2[cH:5][cH:6][c:7]([O:12][CH3:13])[cH:8][c:9]2[cH:10][n:11]1. Reactants: CCO, CN(C(=O)Cc1ccc(Cl)c(Cl)c1)C(CN1CCCC1)c1cccc([N+](=O)[O-])c1, NN. Yields the product CN(C(=O)Cc1ccc(Cl)c(Cl)c1)C(CN1CCCC1)c1cccc(N)c1. As a reaction SMILES: [CH3:32][CH2:33][OH:34].[Cl:1][c:2]1[cH:3][c:4]([CH2:9][C:10](=[O:11])[N:12]([CH:13]([CH2:14][N:15]2[CH2:16][CH2:17][CH2:18][CH2:19]2)[c:20]2[cH:21][c:22]([N+:26]([O-:27])=[O:28])[cH:23][cH:24][cH:25]2)[CH3:29])[cH:5][cH:6][c:7]1[Cl:8].[NH2:30][NH2:31]>>[Cl:1][c:2]1[cH:3][c:4]([CH2:9][C:10](=[O:11])[N:12]([CH:13]([CH2:14][N:15]2[CH2:16][CH2:17][CH2:18][CH2:19]2)[c:20]2[cH:21][c:22]([NH2:26])[cH:23][cH:24][cH:25]2)[CH3:29])[cH:5][cH:6][c:7]1[Cl:8]. Reactants: COC1=C(OCCCOC=2C=C3CC[C@H](C3=CC2)CC(=O)OCC)C=CC(=C1)C1=CSC=C1 (ethyl ((1S)-5-{3-[2-methoxy-4-(3-thienyl)phenoxy]propoxy}-2,3-dihydro-1H-inden-1-yl)acetate), [Li+].[OH-] (LiOH). The solvent is CCO (EtOH), C1CCOC1 (THF), O (water). Run at temperature 50 celsius. The product is COC1=C(OCCCOC=2C=C3CC[C@H](C3=CC2)CC(=O)O)C=CC(=C1)C1=CSC=C1 (((1S)-5-{3-[2-methoxy-4-(3-thienyl)phenoxy]propoxy}-2,3-dihydro-1H-inden-1-yl)acetic acid). Yield: 76.0%. RXN SMILES: [CH3:1][O:2][C:3]1[CH:28]=[C:27]([C:29]2[CH:33]=[CH:32][S:31][CH:30]=2)[CH:26]=[CH:25][C:4]=1[O:5][CH2:6][CH2:7][CH2:8][O:9][C:10]1[CH:11]=[C:12]2[C:16](=[CH:17][CH:18]=1)[C@H:15]([CH2:19][C:20]([O:22]CC)=[O:21])[CH2:14][CH2:13]2.[Li+].[OH-]>CCO.C1COCC1.O>[CH3:1][O:2][C:3]1[CH:28]=[C:27]([C:29]2[CH:33]=[CH:32][S:31][CH:30]=2)[CH:26]=[CH:25][C:4]=1[O:5][CH2:6][CH2:7][CH2:8][O:9][C:10]1[CH:11]=[C:12]2[C:16](=[CH:17][CH:18]=1)[C@H:15]([CH2:19][C:20]([OH:22])=[O:21])[CH2:14][CH2:13]2 |f:1.2|. Reported procedure: The ester prepared in Example 98 (83 mg 0.18 mmol) was dissolved in a mixture of EtOH (3 mL), THF (3 mL), and water (1 mL), LiOH (42.6 mg, 1.78 mmol) was added and the reaction mixture was heated at 50° C. for 3 h. The reaction mixture was concentrated under reduced pressure, diluted with water, and extracted with EtOAc. The combined organic phases were dried over MgSO4, filtered, and concentrated under reduced pressure. The crude material was purified by preparative HPLC (CH3CN, 0.01% TFA/Water... Starting materials: COCCc1ccc(Cl)c(CN(C(=O)C2CN(C(=O)OC(C)(C)C)CCC2c2ccc(OCCOc3c(Cl)cc(C)cc3Cl)cc2)C2CC2)c1, ClCCl, Cl, [Na+], [OH-]. Product: COCCc1ccc(Cl)c(CN(C(=O)C2CNCCC2c2ccc(OCCOc3c(Cl)cc(C)cc3Cl)cc2)C2CC2)c1. As a reaction SMILES: [C:1]([O:2][C:3](=[O:4])[N:8]1[CH2:9][CH:10]([C:33]([N:34]([CH:35]2[CH2:36][CH2:37]2)[CH2:38][c:39]2[c:40]([Cl:49])[cH:41][cH:42][c:43]([CH2:45][CH2:46][O:47][CH3:48])[cH:44]2)=[O:50])[CH:11]([c:14]2[cH:15][cH:16][c:17]([O:20][CH2:21][CH2:22][O:23][c:24]3[c:25]([Cl:32])[cH:26][c:27]([CH3:31])[cH:28][c:29]3[Cl:30])[cH:18][cH:19]2)[CH2:12][CH2:13]1)([CH3:5])([CH3:6])[CH3:7].[Cl:54][CH2:55][Cl:56].[ClH:51].[Na+:53].[OH-:52]>>[NH:8]1[CH2:9][CH:10]([C:33]([N:34]([CH:35]2[CH2:36][CH2:37]2)[CH2:38][c:39]2[c:40]([Cl:49])[cH:41][cH:42][c:43]([CH2:45][CH2:46][O:47][CH3:48])[cH:44]2)=[O:50])[CH:11]([c:14]2[cH:15][cH:16][c:17]([O:20][CH2:21][CH2:22][O:23][c:24]3[c:25]([Cl:32])[cH:26][c:27]([CH3:31])[cH:28][c:29]3[Cl:30])[cH:18][cH:19]2)[CH2:12][CH2:13]1.